From a dataset of the Open Reaction Database (ORD), a public repository of structured organic reaction records. describe an organic reaction: reactants, conditions, products, and yield Starting materials: C([O-])(O)=O.[Na+] (sodium bicarbonate), [OH-].[Na+] (NaOH), FC(C(=O)O)(F)F (Trifluoroacetic acid), C(C)(C)(C)OC(=O)N1CCC(CC1)CCC(C1=CC=CC=C1)(F)F (1-(t-butoxycarbonyl)-4-(3,3-difluoro-3-phenylprop-1-yl)piperidine). Solvent: [Cl-].[Na+].O (brine), O (water), CCOCC (Ether), C(Cl)Cl (methylene chloride). Conditions: time 80 minute. The product is FC(CCC1CCNCC1)(C1=CC=CC=C1)F (4-(3,3-Difluoro-3-phenylprop-1-yl)piperidine), colorless oil. Reaction SMILES: FC(F)(F)C(O)=O.C(OC([N:15]1[CH2:20][CH2:19][CH:18]([CH2:21][CH2:22][C:23]([F:31])([F:30])[C:24]2[CH:29]=[CH:28][CH:27]=[CH:26][CH:25]=2)[CH2:17][CH2:16]1)=O)(C)(C)C.C(=O)(O)[O-].[Na+].[OH-].[Na+]>C(Cl)Cl.O.[Cl-].[Na+].O.CCOCC>[F:31][C:23]([F:30])([C:24]1[CH:29]=[CH:28][CH:27]=[CH:26][CH:25]=1)[CH2:22][CH2:21][CH:18]1[CH2:17][CH2:16][NH:15][CH2:20][CH2:19]1 |f:2.3,4.5,8.9.10|. Reported procedure: Trifluoroacetic acid (2.5 mL, 3.7 g, 32 mmol) was added dropwise to a solution of 1-(t-butoxycarbonyl)-4-(3,3-difluoro-3-phenylprop-1-yl)piperidine from Step C (42 mg, 0.12 mmol) in methylene chloride (2.5 mL) at 0° C. After 80 min., the solution was transferred using a double-ended needle to a rapidly stirred solution of sodium bicarbonate (5.0 g, 60 mmol) in water (50 mL). Ether (50 mL) and 2.5 N aq. NaOH (20 mL) were added, followed by solid brine to saturate the aqueous layer. The aqueous la... Starting materials: COc1ccc(CNc2nccc(Oc3cccc(CCC(=O)Nc4ccc(Cl)c(C(F)(F)F)c4)c3)n2)cc1, O=C(O)C(F)(F)F. The product is Nc1nccc(Oc2cccc(CCC(=O)Nc3ccc(Cl)c(C(F)(F)F)c3)c2)n1. RXN SMILES: [Cl:1][c:2]1[c:3]([C:36]([F:37])([F:38])[F:39])[cH:4][c:5]([NH:8][C:9]([CH2:10][CH2:11][c:12]2[cH:13][c:14]([O:18][c:19]3[n:20][c:21]([NH:25][CH2:26][c:27]4[cH:28][cH:29][c:30]([O:31][CH3:32])[cH:33][cH:34]4)[n:22][cH:23][cH:24]3)[cH:15][cH:16][cH:17]2)=[O:35])[cH:6][cH:7]1.[F:40][C:41]([F:42])([F:43])[C:44]([OH:45])=[O:46]>>[Cl:1][c:2]1[c:3]([C:36]([F:37])([F:38])[F:39])[cH:4][c:5]([NH:8][C:9]([CH2:10][CH2:11][c:12]2[cH:13][c:14]([O:18][c:19]3[n:20][c:21]([NH2:25])[n:22][cH:23][cH:24]3)[cH:15][cH:16][cH:17]2)=[O:35])[cH:6][cH:7]1.